Dataset: the Open Reaction Database (ORD), a public repository of structured organic reaction records. Task: describe an organic reaction: reactants, conditions, products, and yield Yields the product C1(CCCC1)OC1=C(C=C(C=C1)S(=O)(=O)C)C(=O)N1CCN(CC1)C=1C=NC2=CC=CC=C2C1 ((2-Cyclopentyloxy-5-methanesulfonyl-phenyl)-(4-quinolin-3-yl-piperazin-1-yl)-methanone). Solvent: C(C)#N (acetonitrile). Procedure: Prepared in analogy to example 1.1(b) from 3-piperazin-1-yl-quinoline hydrochloride and 2-cyclopentyloxy-5-methanesulfonyl-benzoic acid (example 2.3) in acetonitrile. Chromatography (SiO2; ethyl acetate) yields the title compound as a colorless solid. The reactants are C(C)(=O)OCC (ethyl acetate), Cl.N1(CCNCC1)C=1C=NC2=CC=CC=C2C1 (3-piperazin-1-yl-quinoline hydrochloride), C1(CCCC1)OC1=C(C(=O)O)C=C(C=C1)S(=O)(=O)C (2-cyclopentyloxy-5-methanesulfonyl-benzoic acid). RXN SMILES: Cl.[N:2]1([C:8]2[CH:9]=[N:10][C:11]3[C:16]([CH:17]=2)=[CH:15][CH:14]=[CH:13][CH:12]=3)[CH2:7][CH2:6][NH:5][CH2:4][CH2:3]1.[CH:18]1([O:23][C:24]2[CH:32]=[CH:31][C:30]([S:33]([CH3:36])(=[O:35])=[O:34])=[CH:29][C:25]=2[C:26](O)=[O:27])[CH2:22][CH2:21][CH2:20][CH2:19]1.C(OCC)(=O)C>C(#N)C>[CH:18]1([O:23][C:24]2[CH:32]=[CH:31][C:30]([S:33]([CH3:36])(=[O:34])=[O:35])=[CH:29][C:25]=2[C:26]([N:5]2[CH2:4][CH2:3][N:2]([C:8]3[CH:9]=[N:10][C:11]4[C:16]([CH:17]=3)=[CH:15][CH:14]=[CH:13][CH:12]=4)[CH2:7][CH2:6]2)=[O:27])[CH2:19][CH2:20][CH2:21][CH2:22]1 |f:0.1|.